Dataset: the Open Reaction Database (ORD), a public repository of structured organic reaction records. Task: describe an organic reaction: reactants, conditions, products, and yield Starting materials: ClCCl, CC(C)(C)OC(=O)c1cc(-c2ccc(F)cc2F)cc(C(O)C(F)F)c1, O=C(O)C(F)(F)F. Product: O=C(O)c1cc(-c2ccc(F)cc2F)cc(C(O)C(F)F)c1. RXN SMILES: [Cl:34][CH2:35][Cl:36].[F:1][CH:2]([CH:3]([OH:4])[c:5]1[cH:6][c:7]([C:19](=[O:20])[O:21][C:22]([CH3:23])([CH3:24])[CH3:25])[cH:8][c:9](-[c:11]2[c:12]([F:18])[cH:13][c:14]([F:17])[cH:15][cH:16]2)[cH:10]1)[F:26].[OH:27][C:28]([C:29]([F:30])([F:31])[F:32])=[O:33]>>[F:1][CH:2]([CH:3]([OH:4])[c:5]1[cH:6][c:7]([C:19](=[O:20])[OH:21])[cH:8][c:9](-[c:11]2[c:12]([F:18])[cH:13][c:14]([F:17])[cH:15][cH:16]2)[cH:10]1)[F:26]. The reactants are CC(=O)OC(C)=O, O=CO, Nc1cc2c(Oc3ccc(Cl)cc3)cncc2s1, Cl. Product: O=CNc1cc2c(Oc3ccc(Cl)cc3)cncc2s1. As a reaction SMILES: [CH3:1][C:2](=[O:3])[O:4][C:5](=[O:6])[CH3:7].[CH:27]([OH:28])=[O:29].[Cl:8][c:9]1[cH:10][cH:11][c:12]([O:13][c:14]2[c:15]3[c:16]([cH:17][n:18][cH:19]2)[s:20][c:21]([NH2:23])[cH:22]3)[cH:24][cH:25]1.[ClH:26]>>[CH:2](=[O:3])[NH:23][c:21]1[s:20][c:16]2[c:15]([c:14]([O:13][c:12]3[cH:11][cH:10][c:9]([Cl:8])[cH:25][cH:24]3)[cH:19][n:18][cH:17]2)[cH:22]1.